From a dataset of the Open Reaction Database (ORD), a public repository of structured organic reaction records. describe an organic reaction: reactants, conditions, products, and yield Starting materials: BrC1C=CCO1.CC=1C(C(OC1)=O)C1=CC=CC=C1 (5-Bromo-2,5-dihydrofuran 4-methyl-2-oxo-3-phenylfuran), C1(=CC=CC=C1)P(C1=CC=CC=C1)C1=CC=CC=C1 (triphenylphosphine). Solvent: C1=CC=CC=C1 (benzene). Product: [Br-].CC=1C(C(OC1[P+](C=1CC=CCC1)(C=1CC=CCC1)C=1CC=CCC1)=O)C1=CC=CC=C1 (2,5-Dihydro-4-methyl-2-oxo-3-phenylfuran-5-yl-triphenylphosphonium bromide). The yield is 109.8%. RXN SMILES: [Br:1]C1OCC=C1.[CH3:7][C:8]1[CH:9]([C:14]2[CH:19]=[CH:18][CH:17]=[CH:16][CH:15]=2)[C:10](=[O:13])[O:11][CH:12]=1.[C:20]1([P:26]([C:33]2[CH:38]=[CH:37][CH:36]=[CH:35][CH:34]=2)[C:27]2[CH:32]=[CH:31][CH:30]=[CH:29][CH:28]=2)[CH:25]=[CH:24][CH:23]=[CH:22][CH:21]=1>C1C=CC=CC=1>[Br-:1].[CH3:7][C:8]1[CH:9]([C:14]2[CH:19]=[CH:18][CH:17]=[CH:16][CH:15]=2)[C:10](=[O:13])[O:11][C:12]=1[P+:26]([C:27]1[CH2:32][CH:31]=[CH:30][CH2:29][CH:28]=1)([C:33]1[CH2:34][CH:35]=[CH:36][CH2:37][CH:38]=1)[C:20]1[CH2:25][CH:24]=[CH:23][CH2:22][CH:21]=1 |f:0.1,4.5|. Procedure: 5-Bromo-2,5-dihydrofuran-4-methyl-2-oxo-3-phenylfuran (3.46 g) and triphenylphosphine (4.14 g) in benzene (50 mls), were heated under reflux overnight. The colourless salt was filtered off, washed with benzene, then ether (2 portions), and dried to give the title compound as a white solid, (6.13 g, 85%), m.p. 214°-217° C. (decomp), acetonitrile/ethyl acetate. (Found: C, 67.21; H, 4.61; Br, 15.65%. C29H24BrO2P requires C, 67.58; H, 4.69; Br, 15.51%); νmax (CH2Cl2) 1775(s)cm-1 ; δH (CDCl3) 2.14 (3... Reactants: OC1=CC=C(C=2C(C3=C(C=CC(=C3C(C12)=O)NCCNCCO)NCCNCCO)=O)O (1,4-dihydroxy-5,8-bis[[2-(2-hydroxyethylamino)ethyl]amino]anthraquinone), N1C(=CC=C1)C=O (pyrrole-2-carboxaldehyde). Solvent: C1(=CC=CC=C1)C (toluene). The product is OC1=CC=C(C=2C(C3=C(C=CC(=C3C(C12)=O)NCCN1C(OCC1)C=1NC=CC1)NCCN1C(OCC1)C=1NC=CC1)=O)O (1,4-Dihydroxy-5,8-bis[[2-(2-pyrrolyl-3-oxazolidinyl)ethyl]amino]anthraquinone). Reaction SMILES: [OH:1][C:2]1[C:15]2[C:14](=[O:16])[C:13]3[C:8](=[C:9]([NH:24][CH2:25][CH2:26][NH:27][CH2:28][CH2:29][OH:30])[CH:10]=[CH:11][C:12]=3[NH:17][CH2:18][CH2:19][NH:20][CH2:21][CH2:22][OH:23])[C:7](=[O:31])[C:6]=2[C:5]([OH:32])=[CH:4][CH:3]=1.[NH:33]1[CH:37]=[CH:36][CH:35]=[C:34]1[CH:38]=O>C1(C)C=CC=CC=1>[OH:32][C:5]1[C:6]2[C:7](=[O:31])[C:8]3[C:13](=[C:12]([NH:17][CH2:18][CH2:19][N:20]4[CH2:21][CH2:22][O:23][CH:38]4[C:34]4[NH:33][CH:37]=[CH:36][CH:35]=4)[CH:11]=[CH:10][C:9]=3[NH:24][CH2:25][CH2:26][N:27]3[CH2:28][CH2:29][O:30][CH:38]3[C:34]3[NH:33][CH:37]=[CH:36][CH:35]=3)[C:14](=[O:16])[C:15]=2[C:2]([OH:1])=[CH:3][CH:4]=1. Procedure details: A suspension of 3.11 g. of 1,4-dihydroxy-5,8-bis[[2-(2-hydroxyethylamino)ethyl]amino]anthraquinone [prepared as described in Example 1(A)] in 55 ml. of toluene containing 2.0 g. of pyrrole-2-carboxaldehyde is stirred and refluxed as for Example 1(B). The hot solution is filtered. The filtrate is concentrated and allowed to stand at room temperature. The title compound separates as blue-black crystals.